From a dataset of the Open Reaction Database (ORD), a public repository of structured organic reaction records. describe an organic reaction: reactants, conditions, products, and yield Procedure: In 50 ml methylene chloride were placed 1.30 g (0.0132 mol) 4-methyl-2(3H)-oxazolone and 5.22 g (0.039 mol) aluminum chloride. The mixture was stirred 30 minutes and 2.72 g (0.0132 mol) 4-(1H-imidazol-1-yl)benzoyl chloride were added. The mixture was heated on the steam bath allowing the methylene chloride to evaporate, after which the residue was heated an additional 30 minutes. The residue was quenched with water and the water solution neutralized with sodium bicarbonate. The solution was evap... As a reaction SMILES: [CH3:1][C:2]1[NH:3][C:4](=[O:7])[O:5][CH:6]=1.[Cl-].[Al+3].[Cl-].[Cl-].[N:12]1([C:17]2[CH:25]=[CH:24][C:20]([C:21](Cl)=[O:22])=[CH:19][CH:18]=2)[CH:16]=[CH:15][N:14]=[CH:13]1>C(Cl)Cl>[N:12]1([C:17]2[CH:18]=[CH:19][C:20]([C:21]([C:6]3[O:5][C:4](=[O:7])[NH:3][C:2]=3[CH3:1])=[O:22])=[CH:24][CH:25]=2)[CH:16]=[CH:15][N:14]=[CH:13]1 |f:1.2.3.4|. Conditions: time 30 minute. Solvent: C(Cl)Cl (methylene chloride), C(Cl)Cl (methylene chloride). Reactants: CC=1NC(OC1)=O (4-methyl-2(3H)-oxazolone), [Cl-].[Al+3].[Cl-].[Cl-] (aluminum chloride), N1(C=NC=C1)C1=CC=C(C(=O)Cl)C=C1 (4-(1H-imidazol-1-yl)benzoyl chloride). Yields the product N1(C=NC=C1)C1=CC=C(C(=O)C2=C(NC(O2)=O)C)C=C1 (5-[4-(1H-imidazol-1-yl)benzoyl]-4-methyl-2(3H)-oxazolone). Reactants: C(C1=CC=CC=C1)N1C(C(N(CC1)C)=O)C1=CC=CC=C1 (4-Benzyl-1-methyl-2-oxo-3-phenylpiperazine). The reagents and catalysts are [C].[Pd] (palladium-carbon). Solvent: C(C)(=O)O (acetic acid). Product: CN1C(C(NCC1)C1=CC=CC=C1)=O (1-methyl-2-oxo-3-phenylpiperazine). Yield: 9.9%. Reaction SMILES: C([N:8]1[CH2:13][CH2:12][N:11]([CH3:14])[C:10](=[O:15])[CH:9]1[C:16]1[CH:21]=[CH:20][CH:19]=[CH:18][CH:17]=1)C1C=CC=CC=1>C(O)(=O)C.[C].[Pd]>[CH3:14][N:11]1[CH2:12][CH2:13][NH:8][CH:9]([C:16]2[CH:21]=[CH:20][CH:19]=[CH:18][CH:17]=2)[C:10]1=[O:15] |f:2.3|. Procedure details: 4-Benzyl-1-methyl-2-oxo-3-phenylpiperazine (15 g, 0.535 moles) was dissolved in acetic acid (120 ml) and added 5% palladium-carbon (50% wet, 1.5 g). Reaction mass was hydrogenated at 100 psi. After completion of the reaction, reaction mixture was filtered and acetic acid was distilled under reduced pressure. Residue was dissolved in DM water (75 ml). pH was adjusted to 11.0–12.0 with 50% aqueous sodium hydroxide solution. The product was extracted with methylene chloride (2×75 ml) and washed wit... The reactants are BrC1=CN=C2C(=N1)C(=CN2COC(C(C)(C)C)=O)C(=O)OC (methyl 2-bromo-5-(pivaloyloxymethyl)-5H-pyrrolo[3,2-b]pyrazine-7-carboxylate), ClC1=CC=C2C(=NNC2=C1)[Sn](CCCC)(CCCC)CCCC (6-chloro-3-(tributylstannyl)-1H-indazole). Reagents/catalysts: C=1C=CC(=CC1)[P](C=2C=CC=CC2)(C=3C=CC=CC3)[Pd]([P](C=4C=CC=CC4)(C=5C=CC=CC5)C=6C=CC=CC6)([P](C=7C=CC=CC7)(C=8C=CC=CC8)C=9C=CC=CC9)[P](C=1C=CC=CC1)(C=1C=CC=CC1)C=1C=CC=CC1 (Pd(PPh3)4), [Cu]I (CuI). Solvent: CN(C)C=O (DMF). Conditions: temperature 90 celsius. The product is ClC1=CC=C2C(=NNC2=C1)C1=CN=C2C(=N1)C(=CN2COC(C(C)(C)C)=O)C(=O)OC (methyl 2-(6-chloro-1H-indazol-3-yl)-5-(pivaloyloxymethyl)-5H-pyrrolo[3,2-b]pyrazine-7-carboxylate). Yield: 85.7%. RXN SMILES: Br[C:2]1[N:7]=[C:6]2[C:8]([C:19]([O:21][CH3:22])=[O:20])=[CH:9][N:10]([CH2:11][O:12][C:13](=[O:18])[C:14]([CH3:17])([CH3:16])[CH3:15])[C:5]2=[N:4][CH:3]=1.[Cl:23][C:24]1[CH:32]=[C:31]2[C:27]([C:28]([Sn](CCCC)(CCCC)CCCC)=[N:29][NH:30]2)=[CH:26][CH:25]=1>CN(C=O)C.C1C=CC([P]([Pd]([P](C2C=CC=CC=2)(C2C=CC=CC=2)C2C=CC=CC=2)([P](C2C=CC=CC=2)(C2C=CC=CC=2)C2C=CC=CC=2)[P](C2C=CC=CC=2)(C2C=CC=CC=2)C2C=CC=CC=2)(C2C=CC=CC=2)C2C=CC=CC=2)=CC=1.[Cu]I>[Cl:23][C:24]1[CH:32]=[C:31]2[C:27]([C:28]([C:2]3[N:7]=[C:6]4[C:8]([C:19]([O:21][CH3:22])=[O:20])=[CH:9][N:10]([CH2:11][O:12][C:13](=[O:18])[C:14]([CH3:17])([CH3:16])[CH3:15])[C:5]4=[N:4][CH:3]=3)=[N:29][NH:30]2)=[CH:26][CH:25]=1 |^1:54,56,75,94|. Procedure: A mixture of methyl 2-bromo-5-(pivaloyloxymethyl)-5H-pyrrolo[3,2-b]pyrazine-7-carboxylate (0.26 g, 0.7 mmol), 6-chloro-3-(tributylstannyl)-1H-indazole (0.31 g, 0.7 mmol), Pd(PPh3)4 (81 mg, 0.07 mmol) and CuI (27 mg, 0.14 mmol) in dry DMF (3 mL) was heated to 90° C. for 3 hours. Product was extracted with ethyl acetate (60 mL), and organic phase washed with water (3×10 mL) and brine (2×10 mL), dried over Na2SO4, filtered and concentrated to afford methyl 2-(6-chloro-1H-indazol-3-yl)-5-(pivaloylox... Starting materials: C(=O)(O)CCC1=C(NC(=C1C)C=O)C (3-(2-Carboxyethyl)-2,4-dimethyl-5-formylpyrrole), COC1=C(C=CC=C1)C1=CC=C2CC(NC2=C1)=O (6-(2-methoxyphenyl)-2-oxindole). The reagents and catalysts are N1CCCCC1 (piperidine). Run in C(C)O (ethanol). Yields the product COC1=C(C=CC=C1)C1=CC=C2C(C(NC2=C1)=O)=CC1=C(C(=C(N1)C)CCC(=O)O)C (3-{5-[6-(2-Methoxy-phenyl)-2-oxo-1,2-dihydroindol-3-ylidenemethyl]-2,4-dimethyl-1H-pyrrol-3-yl}-propionic acid). Isolated yield 43.7%. Reaction SMILES: [C:1]([CH2:4][CH2:5][C:6]1[C:10]([CH3:11])=[C:9]([CH:12]=O)[NH:8][C:7]=1[CH3:14])([OH:3])=[O:2].[CH3:15][O:16][C:17]1[CH:22]=[CH:21][CH:20]=[CH:19][C:18]=1[C:23]1[CH:31]=[C:30]2[C:26]([CH2:27][C:28](=[O:32])[NH:29]2)=[CH:25][CH:24]=1>N1CCCCC1.C(O)C>[CH3:15][O:16][C:17]1[CH:22]=[CH:21][CH:20]=[CH:19][C:18]=1[C:23]1[CH:31]=[C:30]2[C:26]([C:27](=[CH:12][C:9]3[NH:8][C:7]([CH3:14])=[C:6]([CH2:5][CH2:4][C:1]([OH:3])=[O:2])[C:10]=3[CH3:11])[C:28](=[O:32])[NH:29]2)=[CH:25][CH:24]=1. Procedure: 3-(2-Carboxyethyl)-2,4-dimethyl-5-formylpyrrole (234 mg), 239 mg 6-(2-methoxyphenyl)-2-oxindole and 3 drops piperidine in 2 mL of ethanol were heated at 90° C. overnight. The reaction mixture was cooled and concentrated. The residue was suspended in 6 N aqueous hydrochloric acid. The precipitate was filtered, washed with water to pH 6 and dried in a vacuum oven overnight. The crude solid was purified by chromatography on a silica gel column eluting with ethyl acetate:hexane 1:1 containing 0.1% a... The reactants are [BH4-], CCCCCCCCCCCCCCCCSCCC(=O)O, [Li+], C1CCOC1, O. Product: CCCCCCCCCCCCCCCCSCCCO. As a reaction SMILES: [BH4-:1].[CH2:3]([CH2:4][CH2:5][CH2:6][CH2:7][CH2:8][CH2:9][CH2:10][CH2:11][CH2:12][CH2:13][CH2:14][CH2:15][CH2:16][CH2:17][CH3:18])[S:19][CH2:20][CH2:21][C:22](=[O:23])[OH:24].[Li+:2].[O:26]1[CH2:27][CH2:28][CH2:29][CH2:30]1.[OH2:25]>>[CH2:3]([CH2:4][CH2:5][CH2:6][CH2:7][CH2:8][CH2:9][CH2:10][CH2:11][CH2:12][CH2:13][CH2:14][CH2:15][CH2:16][CH2:17][CH3:18])[S:19][CH2:20][CH2:21][CH2:22][OH:23]. The reactants are ClC1=C(CBr)C=CC(=C1)F (2-chloro-4-fluorobenzyl bromide), [H-].[Na+] (sodium hydride), C(C)O (ethanol), [H][H] (hydrogen). Solvent: O1CCCC1 (tetrahydrofuran), O1CCCC1 (Tetrahydrofuran). Run at time 8 hour. The product is C(C)OCC1=C(C=C(C=C1)F)Cl (2-chloro-4-fluorobenzyl ethyl ether). As a reaction SMILES: [H-].[Na+].[CH2:3]([OH:5])[CH3:4].[H][H].[Cl:8][C:9]1[CH:16]=[C:15]([F:17])[CH:14]=[CH:13][C:10]=1[CH2:11]Br>O1CCCC1>[CH2:3]([O:5][CH2:11][C:10]1[CH:13]=[CH:14][C:15]([F:17])=[CH:16][C:9]=1[Cl:8])[CH3:4] |f:0.1|. Procedure details: Tetrahydrofuran (50 ml) was added to stirred sodium hydride (1.26 g, 0.053 mole) under a nitrogen atmosphere while being cooled in an ice-water bath. Absolute ethanol (5 ml) was then added dropwise and the reaction stirred until hydrogen evolution ceased. A solution of 2-chloro-4-fluorobenzyl bromide (10.62 g, 0.0475 mole ) in tetrahydrofuran (10 ml) was then added to the reaction mixture. The reaction mixture was allowed to stir at ambient temperature overnight. Ethanol and tetrahydrofuran were...